From a dataset of the Open Reaction Database (ORD), a public repository of structured organic reaction records. describe an organic reaction: reactants, conditions, products, and yield Reactants: N1C=CC=2C1=C1C=CN=CC1=CC2 (1H-pyrrolo[2,3-f]isoquinoline), C1[C@@H](C)O1 ((R)-propylene oxide). Yield: 71.0%. As a reaction SMILES: [NH:1]1[C:5]2=[C:6]3[C:11](=[CH:12][CH:13]=[C:4]2[CH:3]=[CH:2]1)[CH:10]=[N:9][CH:8]=[CH:7]3.[CH2:14]1[O:17][C@@H:15]1[CH3:16]>>[N:1]1([CH2:14][C@H:15]([OH:17])[CH3:16])[C:5]2=[C:6]3[C:11](=[CH:12][CH:13]=[C:4]2[CH:3]=[CH:2]1)[CH:10]=[N:9][CH:8]=[CH:7]3. Procedure: (R)-1-(1H-Pyrrolo[2,3-f]isoquinolin-1-yl)-2-propanol was prepared according to the method described in Example 1 using 1H-pyrrolo[2,3-f]isoquinoline (Farmaco, 1989, 44(12), 1141-55) and (R)-propylene oxide to give 0.77 g (71%) of the product as a white solid. A recrystallised sample [cyclohexane-ethanol (4:1)] gave mp 169-170° C.; Found: C, 74.09; H, 6.28; N, 12.27%. C14H14N2O requires C, 74.31; H, 6.24; N, 12.37%. The product is N1(C=CC=2C1=C1C=CN=CC1=CC2)C[C@@H](C)O ((R)-1-(1H-Pyrrolo[2,3-f]isoquinolin-1-yl)-2-propanol), product. The reactants are ClCCCBr (1-chloro-3-bromopropane), CCCCC (Pentane), [H-].[Na+] (sodium hydride), CCCCC (Pentane), FC1=CC=C(C=C1)C(C1=CC=C(C=C1)F)N1CCNCC1 (Bis(4-fluorophenyl)methylpiperazine). Solvent: CN(C)C=O (DMF), CN(C)C=O (DMF). Conditions: time 1 hour. The product is ClCCCN1CCN(CC1)C(C1=CC=C(C=C1)F)C1=CC=C(C=C1)F (1-(1-Chloro-3-propanyl)-4-[bis(4-fluorophenyl)methyl]piperazine). Isolated yield 63.0%. Reaction SMILES: CCCCC.[H-].[Na+].[F:8][C:9]1[CH:14]=[CH:13][C:12]([CH:15]([N:23]2[CH2:28][CH2:27][NH:26][CH2:25][CH2:24]2)[C:16]2[CH:21]=[CH:20][C:19]([F:22])=[CH:18][CH:17]=2)=[CH:11][CH:10]=1.[Cl:29][CH2:30][CH2:31][CH2:32]Br>CN(C=O)C>[Cl:29][CH2:30][CH2:31][CH2:32][N:26]1[CH2:25][CH2:24][N:23]([CH:15]([C:16]2[CH:17]=[CH:18][C:19]([F:22])=[CH:20][CH:21]=2)[C:12]2[CH:11]=[CH:10][C:9]([F:8])=[CH:14][CH:13]=2)[CH2:28][CH2:27]1 |f:1.2|. Procedure details: Pentane (50 mL) was added to sodium hydride (0.50 g, 11 mmol of 50% suspension in mineral oil) and the mixture was stirred under nitrogen. The pentane was decanted. Anhydrous DMF (12 mL) was added and the suspension was cooled to 0° C. [Bis(4-fluorophenyl)methylpiperazine (2.9 g, 10 mmol) was added in anhydrous DMF (14 mL) at 0° C. within 10 min. The reaction mixture was allowed to warm to room temperature. After 1 h, the mixture was cooled to 0° C. and 1-chloro-3-bromopropane (5 mL, 50 mmol) in...